Dataset: the Open Reaction Database (ORD), a public repository of structured organic reaction records. Task: describe an organic reaction: reactants, conditions, products, and yield The reactants are N([C@@H](CC1=CC=C(C=C1)I)C(=O)O)C(=O)OC(C)(C)C (Boc-Phe(4-I)-OH), C(CCC)OC(=O)N1CCNCC1 (piperazine-1-carboxylic acid butyl ester). Product: C(CCC)OC(=O)N1CCN(CC1)C([C@H](CC1=CC=C(C=C1)I)NC(=O)OC(C)(C)C)=O (4-[(S)-2-tert-Butoxycarbonylamino-3-(4-iodo-phenyl)-propionyl]-piperazine-1-carboxylic acid butyl ester). Reaction SMILES: [NH:1]([C:14]([O:16][C:17]([CH3:20])([CH3:19])[CH3:18])=[O:15])[C@H:2]([C:11]([OH:13])=O)[CH2:3][C:4]1[CH:9]=[CH:8][C:7]([I:10])=[CH:6][CH:5]=1.[CH2:21]([O:25][C:26]([N:28]1[CH2:33][CH2:32][NH:31][CH2:30][CH2:29]1)=[O:27])[CH2:22][CH2:23][CH3:24]>>[CH2:21]([O:25][C:26]([N:28]1[CH2:33][CH2:32][N:31]([C:11](=[O:13])[C@@H:2]([NH:1][C:14]([O:16][C:17]([CH3:20])([CH3:19])[CH3:18])=[O:15])[CH2:3][C:4]2[CH:5]=[CH:6][C:7]([I:10])=[CH:8][CH:9]=2)[CH2:30][CH2:29]1)=[O:27])[CH2:22][CH2:23][CH3:24]. Procedure: This compound was prepared using a method analogous to that of Example 8, step 8.5 Boc-Phe(4-I)-OH replacing 2-phenoxyphenylboronic acid and piperazine-1-carboxylic acid butyl ester replacing intermediate 8.4.